This data is from the Open Reaction Database (ORD), a public repository of structured organic reaction records. The task is: describe an organic reaction: reactants, conditions, products, and yield The reactants are CP(=O)(C)C1=CC(=C(N)C=C1)S(=O)(=O)C(C)C (4-(dimethylphosphoryl)-2-(propan-2-ylsulfonyl)aniline), ClC1=NC=C(C(=N1)Cl)Cl (2,4,5-trichloropyrimidine), ClC1=NC=C(C(=N1)NC1=C(C=C(C=C1)P(=O)(C)C)S(=O)(=O)C(C)C)Cl (2,5-dichloro-N-[4-(dimethylphosphoryl)-2-(propan-2-ylsulfonyl)phenyl]pyrimidin-4-amine), ClC1=NC=C(C(=N1)NC1=C(C=C(C=C1)P(=O)(C)C)S(=O)(=O)C(C)C)Cl (2,5-dichloro-N-[4-(dimethylphosphoryl)-2-(propan-2-ylsulfonyl)phenyl]pyrimidin-4-amine), N1=C(C=CC=C1)N1CCN(CC1)C1=NN=C(S1)N (5-[4-(pyridin-2-yl)piperazin-1-yl]-1,3,4-thiadiazol-2-amine). Product: ClC=1C(=NC(=NC1)NC=1SC(=NN1)N1CCN(CC1)C1=NC=CC=C1)NC1=C(C=C(C=C1)P(=O)(C)C)S(=O)(=O)C(C)C (5-chloro-N4-[4-(dimethylphosphoryl)-2-(propan-2-ylsulfonyl)phenyl]-N2-{5-[4-(pyridin-2-yl)piperazin-1-yl]-1,3,4-thiadiazol-2-yl}pyrimidine-2,4-diamine). Reaction SMILES: CP(C1C=CC(N)=C(S(C(C)C)(=O)=O)C=1)(C)=O.ClC1N=C(Cl)C(Cl)=CN=1.Cl[C:28]1[N:33]=[C:32]([NH:34][C:35]2[CH:40]=[CH:39][C:38]([P:41]([CH3:44])([CH3:43])=[O:42])=[CH:37][C:36]=2[S:45]([CH:48]([CH3:50])[CH3:49])(=[O:47])=[O:46])[C:31]([Cl:51])=[CH:30][N:29]=1.[N:52]1[CH:57]=[CH:56][CH:55]=[CH:54][C:53]=1[N:58]1[CH2:63][CH2:62][N:61]([C:64]2[S:68][C:67]([NH2:69])=[N:66][N:65]=2)[CH2:60][CH2:59]1>>[Cl:51][C:31]1[C:32]([NH:34][C:35]2[CH:40]=[CH:39][C:38]([P:41]([CH3:44])([CH3:43])=[O:42])=[CH:37][C:36]=2[S:45]([CH:48]([CH3:50])[CH3:49])(=[O:47])=[O:46])=[N:33][C:28]([NH:69][C:67]2[S:68][C:64]([N:61]3[CH2:60][CH2:59][N:58]([C:53]4[CH:54]=[CH:55][CH:56]=[CH:57][N:52]=4)[CH2:63][CH2:62]3)=[N:65][N:66]=2)=[N:29][CH:30]=1. Procedure details: This compound can be prepared as in Example 32 by reacting 4-(dimethylphosphoryl)-2-(propan-2-ylsulfonyl)aniline with 2,4,5-trichloropyrimidine to generate 2,5-dichloro-N-[4-(dimethylphosphoryl)-2-(propan-2-ylsulfonyl)phenyl]pyrimidin-4-amine. 2,5-dichloro-N-[4-(dimethylphosphoryl)-2-(propan-2-ylsulfonyl)phenyl]pyrimidin-4-amine is then reacted with 5-[4-(pyridin-2-yl)piperazin-1-yl]-1,3,4-thiadiazol-2-amine according to the procedure described in Example 32. Reactants: O=C([O-])[O-], CS(=O)(=O)OCC1CCOCC1, COc1nc2c(N)nc(OCC3CCCO3)nc2[nH]1, O=C(O)C(F)(F)F, [K+], [K+], CN(C)C=O. The product is COc1nc2c(N)nc(OCC3CCCO3)nc2n1CC1CCOCC1. As a reaction SMILES: [C:27](=[O:28])([O-:29])[O-:30].[CH3:33][S:34]([O:35][CH2:38][CH:39]1[CH2:40][CH2:41][O:42][CH2:43][CH2:44]1)(=[O:36])=[O:37].[CH3:8][O:9][c:10]1[nH:11][c:12]2[n:13][c:14]([O:20][CH2:21][CH:22]3[O:23][CH2:24][CH2:25][CH2:26]3)[n:15][c:16]([NH2:19])[c:17]2[n:18]1.[F:1][C:2]([F:3])([F:4])[C:5]([OH:6])=[O:7].[K+:31].[K+:32].[O:45]=[CH:46][N:47]([CH3:48])[CH3:49]>>[CH3:8][O:9][c:10]1[n:11]([CH2:38][CH:39]2[CH2:40][CH2:41][O:42][CH2:43][CH2:44]2)[c:12]2[n:13][c:14]([O:20][CH2:21][CH:22]3[O:23][CH2:24][CH2:25][CH2:26]3)[n:15][c:16]([NH2:19])[c:17]2[n:18]1. Reactants: CN1CCCC1=O, N#Cc1cccc(-c2ccc3c(Cl)cnc(Cl)c3c2)c1, N=C(N)N, O=C([O-])[O-]. The product is N#Cc1cccc(-c2ccc3c(Cl)cnc(NC(=N)N)c3c2)c1. RXN SMILES: [CH3:29][N:30]1[CH2:31][CH2:32][CH2:33][C:34]1=[O:35].[Cl:9][c:10]1[n:11][cH:12][c:13]([Cl:28])[c:14]2[cH:15][cH:16][c:17](-[c:20]3[cH:21][c:22]([C:26]#[N:27])[cH:23][cH:24][cH:25]3)[cH:18][c:19]12.[NH2:1][C:2]([NH2:3])=[NH:4].[O-:5][C:6](=[O:7])[O-:8]>>[NH:1]=[C:2]([NH2:3])[NH:4][c:10]1[n:11][cH:12][c:13]([Cl:28])[c:14]2[cH:15][cH:16][c:17](-[c:20]3[cH:21][c:22]([C:26]#[N:27])[cH:23][cH:24][cH:25]3)[cH:18][c:19]12. Starting materials: FC(C(=O)O)(F)F.O[C@@H]1[C@]2(C)[C@@H](CC1)[C@@H]1CC[C@H]3CC(CC[C@]3(C)[C@H]1CC2)=O ((5α,17β)-17-hydroxyandrostan-3-one trifluoroacetate), C(C)OC(OCC)OCC (triethylorthoformate). Solvent: B(F)(F)F.CCOCC (boron trifluoride etherate). Product: FC(C(=O)O)(F)F.C(C)OC([C@H]1C(C[C@@H]2CC[C@H]3[C@@H]4CC[C@@H]([C@@]4(C)CC[C@@H]3[C@]2(C1)C)O)=O)OCC ((2α,5α,17β)-2-(diethoxymethyl)-17-hydroxyandrostan-3-one trifluoroacetate). Yield: 71.0%. Reaction SMILES: [F:1][C:2]([F:7])([F:6])[C:3]([OH:5])=[O:4].[OH:8][C@H:9]1[CH2:14][CH2:13][C@H:12]2[C@H:15]3[C@H:25]([CH2:26][CH2:27][C@:10]12[CH3:11])[C@:23]1([CH3:24])[C@H:18]([CH2:19][C:20](=[O:28])[CH2:21][CH2:22]1)[CH2:17][CH2:16]3.[CH2:29]([O:31][CH:32](OCC)[O:33][CH2:34][CH3:35])[CH3:30]>B(F)(F)F.CCOCC>[F:1][C:2]([F:7])([F:6])[C:3]([OH:5])=[O:4].[CH2:29]([O:31][CH:32]([O:33][CH2:34][CH3:35])[C@@H:21]1[CH2:22][C@@:23]2([CH3:24])[C@@H:18]([CH2:17][CH2:16][C@@H:15]3[C@@H:25]2[CH2:26][CH2:27][C@@:10]2([CH3:11])[C@H:12]3[CH2:13][CH2:14][C@@H:9]2[OH:8])[CH2:19][C:20]1=[O:28])[CH3:30] |f:0.1,3.4,5.6|. Procedure details: By the method of part A of Example 20 (5α,17β)-17-hydroxyandrostan-3-one trifluoroacetate (ester) (0.344 mole) was diethoxymethylated using triethylorthoformate (126 ml.) and boron trifluoride etherate (140 ml.). The product was crystallized from methanol, affording (2α,5α,17β)-2-(diethoxymethyl)-17-hydroxyandrostan-3-one trifluoroacetate (ester) (118.7 g., 71% yield, m.r. 122°-123° C.). Run at time 3 hour. Product: ClC1=CC=C(C=C1)N1C(=C(C=C1)C(F)(F)F)COC1=C(C=C(C=C1F)CCC(=O)OCC)F (ethyl 3-(4-((1-(4-chlorophenyl)-3-(trifluoromethyl)-1H-pyrrol-2-yl)methoxy)-3,5-difluorophenyl)propanoate). The reactants are ClC1=CC=C(C=C1)N1C(=C(C=C1)C(F)(F)F)CO ((1-(4-chlorophenyl)-3-(trifluoromethyl)-1H-pyrrol-2-yl)methanol), FC=1C=C(C=C(C1O)F)CCC(=O)OCC (ethyl 3-(3,5-difluoro-4-hydroxyphenyl)propanoate), N(=NC(=O)N1CCCCC1)C(=O)N1CCCCC1 (1,1′-(azodicarbonyl)dipiperidine), C(CCC)P(CCCC)CCCC (tri-n-butylphosphine). The solvent is C1(=CC=CC=C1)C (toluene), CCCCCCC (heptane). Procedure details: A solution of the product prepared in Step D (1.33 g, 4.84 mmol, 1 eq), ethyl 3-(3,5-difluoro-4-hydroxyphenyl)propanoate (1.78 g, 7.74 mmol, 1.6 eq), 1,1′-(azodicarbonyl)dipiperidine (2.52 g, 9.68 mmol, 2 eq) and tri-n-butylphosphine (3.08 mL, 12.1 mmol, 2.5 eq) in toluene (85 mL) was heated to 60° C. under N2. After 3 hr, heptane (170 mL) was added and the resulting suspension allowed to cool to room temperature over 30 min. The resulting white solid byproduct was filtered, washed with heptane,... As a reaction SMILES: [Cl:1][C:2]1[CH:7]=[CH:6][C:5]([N:8]2[CH:12]=[CH:11][C:10]([C:13]([F:16])([F:15])[F:14])=[C:9]2[CH2:17][OH:18])=[CH:4][CH:3]=1.[F:19][C:20]1[CH:21]=[C:22]([CH2:28][CH2:29][C:30]([O:32][CH2:33][CH3:34])=[O:31])[CH:23]=[C:24]([F:27])[C:25]=1O.N(C(N1CCCCC1)=O)=NC(N1CCCCC1)=O.C(P(CCCC)CCCC)CCC>C1(C)C=CC=CC=1.CCCCCCC>[Cl:1][C:2]1[CH:3]=[CH:4][C:5]([N:8]2[CH:12]=[CH:11][C:10]([C:13]([F:14])([F:15])[F:16])=[C:9]2[CH2:17][O:18][C:25]2[C:24]([F:27])=[CH:23][C:22]([CH2:28][CH2:29][C:30]([O:32][CH2:33][CH3:34])=[O:31])=[CH:21][C:20]=2[F:19])=[CH:6][CH:7]=1. The reactants are O=C1CSC2=C(N1)C=C(C=C2)C(CCC(=O)O)=O (4-(3,4-Dihydro-3-oxo-1,4[2H]-benzothiazin-6-yl)-4-oxobutyric acid), NN (hydrazine). Run in C(C)O (ethanol). The product is O=C1CSC2=C(N1)C=C(C=C2)C=2CCC(NN2)=O (6-(3,4-Dihydro-3-oxo-1,4[2H]-benzothiazin-6-yl)-2,3,4,5-tetrahydropyridazin-3-one). As a reaction SMILES: [O:1]=[C:2]1[NH:7][C:6]2[CH:8]=[C:9]([C:12](=O)[CH2:13][CH2:14][C:15]([OH:17])=O)[CH:10]=[CH:11][C:5]=2[S:4][CH2:3]1.[NH2:19][NH2:20]>C(O)C>[O:1]=[C:2]1[NH:7][C:6]2[CH:8]=[C:9]([C:12]3[CH2:13][CH2:14][C:15](=[O:17])[NH:19][N:20]=3)[CH:10]=[CH:11][C:5]=2[S:4][CH2:3]1. Reported procedure: 4-(3,4-Dihydro-3-oxo-1,4[2H]-benzothiazin-6-yl)-4-oxobutyric acid (2.0 g) was suspended in 60 ml of ethanol and 1 ml of hydrazine added. The mixture was heated at reflux for three hours, then cooled slowly. Filtration gave 1.85 g of the title compound, mp 299°-302° C. Starting materials: COC1=C(C(=O)N2C[C@@](CC2)(CCOS(=O)(=O)C)C2=CC(=C(C=C2)Cl)Cl)C=C(C=C1)N1N=NN=C1 ((S)-1-(2-methoxy-5-(1H-tetrazol-1-yl)benzoyl)-3-(3,4-dichlorophenyl)-3-(2-methanesulfonyloxyethyl)pyrrolidine), C(C)OCCN1C(=NC2=C1C=CC=C2)NC2CCNCC2 ((1-(2-ethoxyethyl)-1H-benzimidazol-2-yl)(piperidin-4-yl)amine). Yields the product COC1=C(C(=O)N2C[C@](CC2)(C2=CC(=C(C=C2)Cl)Cl)CCN2CCC(CC2)NC2=NC3=C(N2CCOCC)C=CC=C3)C=C(C=C1)N1N=NN=C1 ((R)-1-(2-methoxy-5-(1H-tetrazol-1-yl)benzoyl)-3-(2-(4-(1-(2-ethoxyethyl)-1H-benzimidazol-2-yl-amino)piperidin-1-yl)ethyl)-3-(3,4-dichlorophenyl)pyrrolidine). Reaction SMILES: [CH3:1][O:2][C:3]1[CH:30]=[CH:29][C:28]([N:31]2[CH:35]=[N:34][N:33]=[N:32]2)=[CH:27][C:4]=1[C:5]([N:7]1[CH2:11][CH2:10][C@@:9]([C:19]2[CH:24]=[CH:23][C:22]([Cl:25])=[C:21]([Cl:26])[CH:20]=2)([CH2:12][CH2:13]OS(C)(=O)=O)[CH2:8]1)=[O:6].[CH2:36]([O:38][CH2:39][CH2:40][N:41]1[C:45]2[CH:46]=[CH:47][CH:48]=[CH:49][C:44]=2[N:43]=[C:42]1[NH:50][CH:51]1[CH2:56][CH2:55][NH:54][CH2:53][CH2:52]1)[CH3:37]>>[CH3:1][O:2][C:3]1[CH:30]=[CH:29][C:28]([N:31]2[CH:35]=[N:34][N:33]=[N:32]2)=[CH:27][C:4]=1[C:5]([N:7]1[CH2:11][CH2:10][C@:9]([CH2:12][CH2:13][N:54]2[CH2:55][CH2:56][CH:51]([NH:50][C:42]3[N:41]([CH2:40][CH2:39][O:38][CH2:36][CH3:37])[C:45]4[CH:46]=[CH:47][CH:48]=[CH:49][C:44]=4[N:43]=3)[CH2:52][CH2:53]2)([C:19]2[CH:24]=[CH:23][C:22]([Cl:25])=[C:21]([Cl:26])[CH:20]=2)[CH2:8]1)=[O:6]. Procedure details: Prepare by the method of Example 1.6 using (S)-1-(2-methoxy-5-(1H-tetrazol-1-yl)benzoyl)-3-(3,4-dichlorophenyl)-3-(2-methanesulfonyloxyethyl)pyrrolidine and (1-(2-ethoxyethyl)-1H-benzimidazol-2-yl)(piperidin-4-yl)amine to give the title compound. Reactants: CN1Cc2c(CN3CCCC3)ccc(N(C(=O)[O-])C(C)(C)C)c2C1=O, ClCCl, O=C(O)C(F)(F)F. Product: CN1Cc2c(CN3CCCC3)ccc(N)c2C1=O. As a reaction SMILES: [C:1]([N:5]([C:2](=[O:3])[O-:4])[c:9]1[c:10]2[c:14]([c:15]([CH2:18][N:19]3[CH2:20][CH2:21][CH2:22][CH2:23]3)[cH:16][cH:17]1)[CH2:13][N:12]([CH3:24])[C:11]2=[O:25])([CH3:6])([CH3:7])[CH3:8].[Cl:33][CH2:34][Cl:35].[F:26][C:27]([F:28])([F:29])[C:30]([OH:31])=[O:32]>>[NH2:5][c:9]1[c:10]2[c:14]([c:15]([CH2:18][N:19]3[CH2:20][CH2:21][CH2:22][CH2:23]3)[cH:16][cH:17]1)[CH2:13][N:12]([CH3:24])[C:11]2=[O:25].